The task is: describe an organic reaction: reactants, conditions, products, and yield. This data is from the Open Reaction Database (ORD), a public repository of structured organic reaction records. Starting materials: CC(C)(C)[Si](O[C@@H]1CN(C[C@@H](C1)CNC(=O)OC(C)(C)C)C(=O)OCC1=CC=CC=C1)(C)C (cis-phenylmethyl (3RS,5RS)-3-{[(1,1-dimethylethyl)(dimethyl)silyl]oxy}-5-[({[(1,1-dimethylethyl)oxy]carbonyl}amino)methyl]-1-piperidinecarboxylate), N#N (N2), [H][H] (hydrogen). The reagents and catalysts are [Pd] (Pd/C). Run in CCO (EtOH). Reaction conditions: time 1.5 hour. The product is CC(C)(C)[Si](O[C@@H]1C[C@@H](CNC1)CNC(OC(C)(C)C)=O)(C)C (cis-1,1-Dimethylethyl [((3RS,5RS)-5-{[(1,1-dimethylethyl)(dimethyl)silyl]oxy}-3-piperidinyl)methyl]carbamate). Yield: 102.9%. RXN SMILES: [CH3:1][C:2]([Si:5]([CH3:33])([CH3:32])[O:6][C@H:7]1[CH2:12][C@@H:11]([CH2:13][NH:14][C:15]([O:17][C:18]([CH3:21])([CH3:20])[CH3:19])=[O:16])[CH2:10][N:9](C(OCC2C=CC=CC=2)=O)[CH2:8]1)([CH3:4])[CH3:3].[H][H].N#N>CCO.[Pd]>[CH3:4][C:2]([Si:5]([CH3:33])([CH3:32])[O:6][C@H:7]1[CH2:8][NH:9][CH2:10][C@@H:11]([CH2:13][NH:14][C:15](=[O:16])[O:17][C:18]([CH3:21])([CH3:20])[CH3:19])[CH2:12]1)([CH3:1])[CH3:3]. Procedure details: To cis-phenylmethyl (3RS,5RS)-3-{[(1,1-dimethylethyl)(dimethyl)silyl]oxy}-5-[({[(1,1-dimethylethyl)oxy]carbonyl}amino)methyl]-1-piperidinecarboxylate (550 mg; 1.1 mmol) in EtOH (50 ml) was added Pd/C (150 mg; 10%). The reaction was hydrogenated on a Parr apparatus at 40 psi of H2 for 1.5 hours. The hydrogen was displaced with N2 and the solution was filtered through a pad of Celite® to remove the catalyst which was washed with additional EtOH (50 ml). The filtrate was then concentrated under red... Starting materials: CO (MeOH), BrC1=CC=C(C(=N1)C(NC)=O)NC1=NC(=NC=C1C(F)(F)F)NC1=C(C=C(CCCP(OCC)=O)C=C1)OC (ethyl (4-{[4-{[6-bromo-2-(methylcarbamoyl)pyridin-3-yl]amino}-5-(trifluoromethyl)pyrimidin-2-yl]amino}-3-methoxybenzyl)ethylphosphinate), BrC1=CC=C(C(=N1)C(NC)=O)NC1=NC(=NC=C1C(F)(F)F)NC1=C(C=C(CCCP(OCC)=O)C=C1)OC (ethyl (4-{[4-{[6-bromo-2-(methylcarbamoyl)pyridin-3-yl]amino}-5-(trifluoromethyl)pyrimidin-2-yl]amino}-3-methoxybenzyl)ethylphosphinate), Br[Si](C)(C)C (bromotrimethylsilane). Solvent: N1=CC=CC=C1 (pyridine). Run at time 72 hour. Product: BrC1=CC=C(C(=N1)C(NC)=O)NC1=NC(=NC=C1C(F)(F)F)NC1=C(C=C(CCCP(O)=O)C=C1)OC ((4-{[4-{[6-bromo-2-(methylcarbamoyl)pyridin-3-yl]amino}-5-(trifluoromethyl)pyrimidin-2-yl]amino}-3-methoxybenzyl)ethylphosphinic acid). As a reaction SMILES: [Br:1][C:2]1[N:7]=[C:6]([C:8](=[O:11])[NH:9][CH3:10])[C:5]([NH:12][C:13]2[C:18]([C:19]([F:22])([F:21])[F:20])=[CH:17][N:16]=[C:15]([NH:23][C:24]3[CH:37]=[CH:36][C:27]([CH2:28][CH2:29][CH2:30][PH:31](=[O:35])[O:32]CC)=[CH:26][C:25]=3[O:38][CH3:39])[N:14]=2)=[CH:4][CH:3]=1.Br[Si](C)(C)C.CO>N1C=CC=CC=1>[Br:1][C:2]1[N:7]=[C:6]([C:8](=[O:11])[NH:9][CH3:10])[C:5]([NH:12][C:13]2[C:18]([C:19]([F:22])([F:20])[F:21])=[CH:17][N:16]=[C:15]([NH:23][C:24]3[CH:37]=[CH:36][C:27]([CH2:28][CH2:29][CH2:30][PH:31](=[O:32])[OH:35])=[CH:26][C:25]=3[O:38][CH3:39])[N:14]=2)=[CH:4][CH:3]=1. Procedure details: A solution of ethyl (4-{[4-{[6-bromo-2-(methylcarbamoyl)pyridin-3-yl]amino}-5-(trifluoromethyl)pyrimidin-2-yl]amino}-3-methoxybenzyl)ethylphosphinate (Compound 67C, 1.11 g, 1.76 mmol) in pyridine (15.0 mL) was cooled to 0° C. and then charged with bromotrimethylsilane (1.39 mL, 10.6 mmol). The reaction mixture was slowly warmed to rt with stirring for 72 hours. The reaction mixture was quenched with MeOH (2.3 mL, 57 mmol) and then concentrated under reduced pressure to a yellow oil. The material... The reactants are B, CCc1c(C(C)=O)c2ccc(C(=O)OC)cc2n1Cc1ccccc1Cl, C1CCOC1. Product: CCc1c(CC)n(Cc2ccccc2Cl)c2cc(C(=O)OC)ccc12. As a reaction SMILES: [BH3:27].[C:1]([CH3:2])(=[O:3])[c:4]1[c:5]([CH2:25][CH3:26])[n:6]([CH2:17][c:18]2[c:19]([Cl:24])[cH:20][cH:21][cH:22][cH:23]2)[c:7]2[cH:8][c:9]([C:13](=[O:14])[O:15][CH3:16])[cH:10][cH:11][c:12]12.[O:28]1[CH2:29][CH2:30][CH2:31][CH2:32]1>>[CH2:1]([CH3:2])[c:4]1[c:5]([CH2:25][CH3:26])[n:6]([CH2:17][c:18]2[c:19]([Cl:24])[cH:20][cH:21][cH:22][cH:23]2)[c:7]2[cH:8][c:9]([C:13](=[O:14])[O:15][CH3:16])[cH:10][cH:11][c:12]12. Reactants: CC(C)(C)[O-], CC(=O)Cl, CSC1=NC(C)(c2ccccc2)C(=O)N1Nc1ccccc1, [K+], C1CCOC1, O. Product: CSC1=NC(C)(c2ccccc2)C(=O)N1N(C(C)=O)c1ccccc1. RXN SMILES: [CH3:1][C:2]([CH3:3])([O-:4])[CH3:5].[CH3:29][C:30](=[O:31])[Cl:32].[CH3:7][C:8]1([c:23]2[cH:24][cH:25][cH:26][cH:27][cH:28]2)[N:9]=[C:10]([S:21][CH3:22])[N:11]([NH:14][c:15]2[cH:16][cH:17][cH:18][cH:19][cH:20]2)[C:12]1=[O:13].[K+:6].[O:34]1[CH2:35][CH2:36][CH2:37][CH2:38]1.[OH2:33]>>[CH3:1][C:2](=[O:4])[N:14]([N:11]1[C:10]([S:21][CH3:22])=[N:9][C:8]([CH3:7])([c:23]2[cH:24][cH:25][cH:26][cH:27][cH:28]2)[C:12]1=[O:13])[c:15]1[cH:16][cH:17][cH:18][cH:19][cH:20]1. Starting materials: BrCC1=C(C=C(C=C1)C1=NOC(C1)(C(F)(F)F)C1=CC(=CC(=C1)Cl)Cl)F (3-(4-bromomethyl-3-fluorophenyl)-5-(3,5-dichlorophenyl)-5-trifluoromethyl-4,5-dihydroisoxazole), C(C)(=O)[O-].[K+] (potassium acetate). Solvent: C(O)([O-])=O.[Na+] (sodium hydrogen carbonate), C(C)(=O)O (acetic acid). Yields the product C(C)(=O)OCC1=C(C=C(C=C1)C1=NOC(C1)(C(F)(F)F)C1=CC(=CC(=C1)Cl)Cl)F (3-(4-acetoxymethyl-3-fluorophenyl)-5-(3,5-dichlorophenyl)-5-trifluoromethyl-4,5-dihydroisoxazole). RXN SMILES: Br[CH2:2][C:3]1[CH:8]=[CH:7][C:6]([C:9]2[CH2:13][C:12]([C:18]3[CH:23]=[C:22]([Cl:24])[CH:21]=[C:20]([Cl:25])[CH:19]=3)([C:14]([F:17])([F:16])[F:15])[O:11][N:10]=2)=[CH:5][C:4]=1[F:26].[C:27]([O-:30])(=[O:29])[CH3:28].[K+]>C(O)(=O)C.C(=O)([O-])O.[Na+]>[C:27]([O:30][CH2:2][C:3]1[CH:8]=[CH:7][C:6]([C:9]2[CH2:13][C:12]([C:18]3[CH:23]=[C:22]([Cl:24])[CH:21]=[C:20]([Cl:25])[CH:19]=3)([C:14]([F:17])([F:16])[F:15])[O:11][N:10]=2)=[CH:5][C:4]=1[F:26])(=[O:29])[CH3:28] |f:1.2,4.5|. Reported procedure: In a solution of crude 3-(4-bromomethyl-3-fluorophenyl)-5-(3,5-dichlorophenyl)-5-trifluoromethyl-4,5-dihydroisoxazole in 30 ml of acetic acid, 1.50 g of potassium acetate was added, and stirred under reflux with heat for 1.5 hour. After the completion of the reaction, the reaction mixture was left and cooled to room temperature, and neutralized by pouring in 100 ml of saturated sodium hydrogen carbonate aqueous solution. The organic phase was collected, dehydrated with saturated sodium chloride ... Reactants: COCCBr, O=C([O-])[O-], CC#N, CC(=O)c1cccc(C2CCNCC2)c1F, [K+], [K+]. Product: COCCN1CCC(c2cccc(C(C)=O)c2F)CC1. As a reaction SMILES: [Br:23][CH2:24][CH2:25][O:26][CH3:27].[C:17](=[O:18])([O-:19])[O-:20].[CH3:28][C:29]#[N:30].[F:1][c:2]1[c:3]([C:14]([CH3:15])=[O:16])[cH:4][cH:5][cH:6][c:7]1[CH:8]1[CH2:9][CH2:10][NH:11][CH2:12][CH2:13]1.[K+:21].[K+:22]>>[F:1][c:2]1[c:3]([C:14]([CH3:15])=[O:16])[cH:4][cH:5][cH:6][c:7]1[CH:8]1[CH2:9][CH2:10][N:11]([CH2:24][CH2:25][O:26][CH3:27])[CH2:12][CH2:13]1. Starting materials: C[O-].[Na+] (NaOMe), C(=O)(O)[O-].[Na+] (NaHCO3), Cl.NO (hydroxylamine hydrochloride), C(C)OC(=O)C1=C(C2=C(S1)C=C(C=C2)NCC2=CC=CC=C2)C (6-(benzylamino)-methyl-benzo[b]thiophene-2-carboxylic acid ethyl ester), CN1CCOCC1 (NMM), C(C)(=O)OC(C)=O (acetic anhydride). Reagents/catalysts: CN(C)C=1C=CN=CC1 (DMAP). The solvent is ClCCl (dichloromethane). Yields the product ONC(=O)C1=CC2=C(S1)C=C(C=C2)CN(CC2=CC=CC=C2)C(C)=O (6-[(acetyl-benzyl-amino)-methyl]-benzo[b]thiophene-2-carboxylic acid hydroxyamide). Isolated yield 69.0%. Reaction SMILES: C(O[C:4]([C:6]1[S:10]C2C=[C:12]([NH:15][CH2:16][C:17]3[CH:22]=[CH:21][CH:20]=[CH:19][CH:18]=3)[CH:13]=[CH:14][C:8]=2[C:7]=1[CH3:23])=O)C.CN1CCOCC1.C(O[C:35](=[O:37])[CH3:36])(=O)C.[C:38]([O-:41])(O)=O.[Na+].Cl.[NH2:44][OH:45].[CH3:46][O-].[Na+]>CN(C1C=CN=CC=1)C.ClCCl>[OH:45][NH:44][C:35]([C:36]1[S:10][C:6]2[CH:4]=[C:13]([CH2:12][N:15]([C:38](=[O:41])[CH3:46])[CH2:16][C:17]3[CH:18]=[CH:19][CH:20]=[CH:21][CH:22]=3)[CH:14]=[CH:8][C:7]=2[CH:23]=1)=[O:37] |f:3.4,5.6,7.8|. Procedure: To a solution of 6-(benzylamino)-methyl-benzo[b]thiophene-2-carboxylic acid ethyl ester (112 mg, 0.34 mmol), NMM (0.12 mL, 1.09 mmol) and DMAP (10 mg, 0.08 mmol) in anhydrous dichloromethane (5 mL) at 0° C. was added acetic anhydride (48 μL, 0.51 mmol). The reaction mixture was allowed to warm to rt. After the reaction was complete, 5 mL of saturated NaHCO3 was added. The organic layer was separated, washed with 5 mL of water and then concentrated. After drying under high vacuum, the residue was... Starting materials: CC(=O)[O-], C=CCOCC(=O)c1cc(Br)ccc1F, CCO, Cl, NO, [Na+]. Yields the product C=CCOCC(=NO)c1cc(Br)ccc1F. Reaction SMILES: [C:19]([O-:20])(=[O:21])[CH3:22].[CH2:1]([CH:2]=[CH2:3])[O:4][CH2:5][C:6](=[O:7])[c:8]1[c:9]([F:15])[cH:10][cH:11][c:12]([Br:14])[cH:13]1.[CH3:24][CH2:25][OH:26].[ClH:16].[NH2:17][OH:18].[Na+:23]>>[CH2:1]([CH:2]=[CH2:3])[O:4][CH2:5][C:6]([c:8]1[c:9]([F:15])[cH:10][cH:11][c:12]([Br:14])[cH:13]1)=[N:17][OH:18]. The reactants are ClC(Cl)Cl, Fc1ccc(-c2ccncc2)cc1, O=C(OO)c1cccc(Cl)c1. Yields the product [O-][n+]1ccc(-c2ccc(F)cc2)cc1. Reaction SMILES: [CH:25]([Cl:26])([Cl:27])[Cl:28].[F:12][c:13]1[cH:14][cH:15][c:16](-[c:19]2[cH:20][cH:21][n:22][cH:23][cH:24]2)[cH:17][cH:18]1.[OH:1][O:2][C:3]([c:4]1[cH:5][c:6]([Cl:7])[cH:8][cH:9][cH:10]1)=[O:11]>>[O-:1][n+:22]1[cH:21][cH:20][c:19](-[c:16]2[cH:15][cH:14][c:13]([F:12])[cH:18][cH:17]2)[cH:24][cH:23]1.